This data is from the Open Reaction Database (ORD), a public repository of structured organic reaction records. The task is: describe an organic reaction: reactants, conditions, products, and yield The reactants are FC1=CC(=C(C(=O)OC)C=C1F)[N+](=O)[O-] (methyl 4,5-difluoro-2-nitrobenzoate). The reagents and catalysts are [Pd] (Pd/C). Solvent: CCOC(=O)C (EtOAc). Conditions: time 3 hour. Product: NC1=C(C(=O)OC)C=C(C(=C1)F)F (methyl 2-amino-4,5-difluorobenzoate). Reaction SMILES: [F:1][C:2]1[C:11]([F:12])=[CH:10][C:5]([C:6]([O:8][CH3:9])=[O:7])=[C:4]([N+:13]([O-])=O)[CH:3]=1>CCOC(C)=O.[Pd]>[NH2:13][C:4]1[CH:3]=[C:2]([F:1])[C:11]([F:12])=[CH:10][C:5]=1[C:6]([O:8][CH3:9])=[O:7]. Reported procedure: To a solution of methyl 4,5-difluoro-2-nitrobenzoate 1b (23.0 g, 106 mmol) in EtOAc (200 mL), was added 10% Pd/C (wet, 50% water, 6.0 g), and the mixture was shaken on a Parr hydrogenator at 50 PSI for 3 hr. The reaction mixture was then filtered through a celite pad and the filtrate was concentrated by rotary evaporation to yield methyl 2-amino-4,5-difluorobenzoate 1c as a colorless solid, 19.0 g (96%). Starting materials: Cl (HCl), three, COC([C@@H](NC(=O)N(CC=1N=C(SC1)C(C)C)C)C(C)C)=O (N-((N-Methyl-N-((2-isopropyl-4-thiazolyl)methyl)amino)carbonyl)-L-valine Methyl Ester), O.[OH-].[Li+] (lithium hydroxide monohydrate), C1CCOC1 (THF). Run in O (water), O (water). Conditions: time 2 hour. Yields the product CN(CC=1N=C(SC1)C(C)C)C(=O)N[C@@H](C(C)C)C(=O)O (N-((N-Methyl-N-((2-isopropyl-4-thiazolyl)methyl)amino)carbonyl)-L-valine). As a reaction SMILES: C[O:2][C:3](=[O:22])[C@H:4]([CH:19]([CH3:21])[CH3:20])[NH:5][C:6]([N:8]([CH3:18])[CH2:9][C:10]1[N:11]=[C:12]([CH:15]([CH3:17])[CH3:16])[S:13][CH:14]=1)=[O:7].O.[OH-].[Li+].C1COCC1.Cl>O>[CH3:18][N:8]([C:6]([NH:5][C@H:4]([C:3]([OH:22])=[O:2])[CH:19]([CH3:20])[CH3:21])=[O:7])[CH2:9][C:10]1[N:11]=[C:12]([CH:15]([CH3:17])[CH3:16])[S:13][CH:14]=1 |f:1.2.3|. Reported procedure: To a one liter three neck flask was charged the product of Example 73C (50 g, 0.153 mol), lithium hydroxide monohydrate (13 g, 0.310 mol), 200 ml THF and 190 ml water. This hazy solution was stirred for 2 hours. The reaction was quenched with a solution of conc. HCl (32.4 g, 0.329 mol) in 65 mL water, the THF was removed under vacuum and the product extracted into methylene chlodde (3×210 ml). (NOTE: If necessary, the pH of the aqueous layer should be adjusted to maintain pH 1-4 during the extra... The reactants are CC1CCCCN1, ClC(Cl)Cl, Fc1cc(F)c(-c2c(Cl)nc3nccn3c2Cl)c(F)c1. The product is CC1CCCCN1c1c(-c2c(F)cc(F)cc2F)c(Cl)nc2nccn12. Reaction SMILES: [CH3:21][CH:22]1[NH:23][CH2:24][CH2:25][CH2:26][CH2:27]1.[CH:28]([Cl:29])([Cl:30])[Cl:31].[Cl:1][c:2]1[c:3](-[c:12]2[c:13]([F:20])[cH:14][c:15]([F:19])[cH:16][c:17]2[F:18])[c:4]([Cl:11])[n:5][c:6]2[n:7]1[cH:8][cH:9][n:10]2>>[c:2]1([N:23]2[CH:22]([CH3:21])[CH2:27][CH2:26][CH2:25][CH2:24]2)[c:3](-[c:12]2[c:13]([F:20])[cH:14][c:15]([F:19])[cH:16][c:17]2[F:18])[c:4]([Cl:11])[n:5][c:6]2[n:7]1[cH:8][cH:9][n:10]2. Reactants: Cl (hydrochloric acid), OC1(CCCCC1)C1=CC(=C(C=C1)C=1OCC(N1)(C)C)C (2-[4-(1-hydroxy-1-cyclohexyl)-2-methylphenyl]-4,4-dimethyl-2-oxazoline), CC1N=C(OC1)C (dimethyl-2-oxazoline). Run in C(C)(=O)O (acetic acid), C(C)(=O)O (acetic acid). Yields the product C1(=CCCCC1)C1=CC(=C(C(=O)O)C=C1)C (4-cyclohexenyl-2-methylbenzoic acid). The yield is 80.8%. Reaction SMILES: O[C:2]1([C:8]2[CH:13]=[CH:12][C:11]([C:14]3[O:15]CC(C)(C)N=3)=[C:10]([CH3:21])[CH:9]=2)[CH2:7][CH2:6][CH2:5][CH2:4][CH2:3]1.CC1C[O:26]C(C)=N1.Cl>C(O)(=O)C>[C:2]1([C:8]2[CH:13]=[CH:12][C:11]([C:14]([OH:15])=[O:26])=[C:10]([CH3:21])[CH:9]=2)[CH2:3][CH2:4][CH2:5][CH2:6][CH:7]=1. Procedure details: To a solution of 2-[4-(1-hydroxy-1-cyclohexyl)-2-methylphenyl]-4,4-dimethyl-2-oxazoline (4.29 g) in acetic acid (40 ml) is added a 10% dimethyl-2-oxazoline (4.29 g) in acetic acid (40 ml) is added a 10% hydrochloric acid (20 ml), and the mixture is refluxed for two days. The precipitated crystals are collected by filtration, washed with water, and dried to give 4-cyclohexenyl-2-methylbenzoic acid (2.61 g) as white powder. Starting materials: Cl (HCl), [OH-].[K+] (potassium hydroxide), C(N)(=O)C1=C(N=C(C(=N1)C1=CC(=C(C=C1)C1=C(C=C(C=C1)CC(=O)OC)Cl)Cl)C)C (methyl 2-(4′-(6-carbamoyl-3,5-dimethylpyrazin-2-yl)-2,2′-dichlorobiphenyl-4-yl)acetate), C(N)(=O)C1=C(N=C(C(=N1)C1=CC(=C(C=C1)C1=C(C=C(C=C1)CC(=O)OC)Cl)Cl)C)C (methyl 2-(4′-(6-carbamoyl-3,5-dimethylpyrazin-2-yl)-2,2′-dichlorobiphenyl-4-yl)acetate). Run in C(C)O (ethanol), C(C)(C)(C)O (tert-butanol). Run at temperature 40 celsius, time 20 minute. Product: C(N)(=O)C1=C(N=C(C(=N1)C1=CC(=C(C=C1)C1=C(C=C(C=C1)CC(=O)O)Cl)Cl)C)C (2-(4′-(6-carbamoyl-3,5-dimethylpyrazin-2-yl)-2,2′-dichlorobiphenyl-4-yl)acetic acid). The yield is 54.2%. As a reaction SMILES: [OH-].[K+].[C:3]([C:6]1[N:11]=[C:10]([C:12]2[CH:17]=[CH:16][C:15]([C:18]3[CH:23]=[CH:22][C:21]([CH2:24][C:25]([O:27]C)=[O:26])=[CH:20][C:19]=3[Cl:29])=[C:14]([Cl:30])[CH:13]=2)[C:9]([CH3:31])=[N:8][C:7]=1[CH3:32])(=[O:5])[NH2:4].Cl>C(O)(C)(C)C.C(O)C>[C:3]([C:6]1[N:11]=[C:10]([C:12]2[CH:17]=[CH:16][C:15]([C:18]3[CH:23]=[CH:22][C:21]([CH2:24][C:25]([OH:27])=[O:26])=[CH:20][C:19]=3[Cl:29])=[C:14]([Cl:30])[CH:13]=2)[C:9]([CH3:31])=[N:8][C:7]=1[CH3:32])(=[O:5])[NH2:4] |f:0.1|. Reported procedure: Powdered potassium hydroxide (0.045 g, 0.81 mmol) was added in one portion to methyl 2-(4′-(6-carbamoyl-3,5-dimethylpyrazin-2-yl)-2,2′-dichlorobiphenyl-4-yl)acetate (Intermediate 22-1; 0.12 g, 0.27 mmol) in tert-butanol (2.00 mL) at 40° C. under nitrogen. The resulting suspension was stirred at 40° C. for 20 minutes. A thick precipitate formed so the reaction was quenched with HCl (1.620 mL, 1.62 mmol) in ethanol (20.0 mL) and the resulting solution stirred for a further 20 minutes before being ... Yields the product C(#N)C1=CC(=C(C=C1)[C@H]1N(C(N(C(=C1C#N)C)C1=CC(=CC=C1)C(F)(F)F)=O)S(=O)(=O)CCl)S(=O)(=O)C ((4S)-4-[4-Cyano-2-(methylsulfonyl)phenyl]-6-methyl-3-((chloromethyl)sulfonyl)-2-oxo-1-[3-(trifluoromethyl)phenyl]-1,2,3,4-tetrahydropyrimidine-5-carbonitrile). As a reaction SMILES: [C:1]([C:3]1[CH:8]=[CH:7][C:6]([C@@H:9]2[C:14]([C:15]#[N:16])=[C:13]([CH3:17])[N:12]([C:18]3[CH:23]=[CH:22][CH:21]=[C:20]([C:24]([F:27])([F:26])[F:25])[CH:19]=3)[C:11](=[O:28])[NH:10]2)=[C:5]([S:29]([CH3:32])(=[O:31])=[O:30])[CH:4]=1)#[N:2].[H-].[Na+].[Cl:35][CH2:36][S:37](Cl)(=[O:39])=[O:38]>>[C:1]([C:3]1[CH:8]=[CH:7][C:6]([C@@H:9]2[C:14]([C:15]#[N:16])=[C:13]([CH3:17])[N:12]([C:18]3[CH:23]=[CH:22][CH:21]=[C:20]([C:24]([F:27])([F:26])[F:25])[CH:19]=3)[C:11](=[O:28])[N:10]2[S:37]([CH2:36][Cl:35])(=[O:39])=[O:38])=[C:5]([S:29]([CH3:32])(=[O:31])=[O:30])[CH:4]=1)#[N:2] |f:1.2|. Procedure details: Analogously to the preparation of Example 27, (4S)-4-[4-cyano-2-(methylsulfonyl)phenyl]-6-methyl-2-oxo-1-[3-(trifluoromethyl)phenyl]-1,2,3,4-tetrahydropyrimidine-5-carbonitrile (100 mg, 217 μmol; Example 6), sodium hydride (60%, 11.3 mg, 282 μmol) and chloromethanesulfonyl chloride (42 mg, 282 μmol) were reacted with one another for 3 h. This gave the title compound as a colorless solid (86 mg, 69% of theory). Isolated yield 69.2%. The reactants are C(#N)C1=CC(=C(C=C1)[C@H]1NC(N(C(=C1C#N)C)C1=CC(=CC=C1)C(F)(F)F)=O)S(=O)(=O)C ((4S)-4-[4-cyano-2-(methylsulfonyl)phenyl]-6-methyl-2-oxo-1-[3-(trifluoromethyl)phenyl]-1,2,3,4-tetrahydropyrimidine-5-carbonitrile), [H-].[Na+] (sodium hydride), ClCS(=O)(=O)Cl (chloromethanesulfonyl chloride).